Dataset: the Open Reaction Database (ORD), a public repository of structured organic reaction records. Task: describe an organic reaction: reactants, conditions, products, and yield The reactants are C(CCC)[Li] (n-butyllithium), C(C)OC(=O)C1CC(CCC1)=O (3-Oxo-cyclohexanecarboxylic acid ethyl ester), C(C)(C)NC(C)C (N,N-diisopropylamine), C1CCOC1 (THF), C(C=C)Br (allyl bromide), crude mixture. Run in CCCCCC (hexane). Conditions: temperature -20 celsius, time 30 minute. Yields the product C(C)OC(=O)C1(CC2(OCCO2)CCC1)CC=C (7-Allyl-1,4-dioxa-spiro[4.5]decane-7-carboxylic acid ethyl ester). Yield: 81.0%. Reaction SMILES: C(N[CH:5]([CH3:7])[CH3:6])(C)C.C([Li])CCC.[CH2:13]([O:15][C:16]([CH:18]1[CH2:23][CH2:22][CH2:21][C:20](=[O:24])[CH2:19]1)=[O:17])[CH3:14].C(Br)C=C.C1C[O:32][CH2:31][CH2:30]1>CCCCCC>[CH2:13]([O:15][C:16]([C:18]1([CH2:7][CH:5]=[CH2:6])[CH2:23][CH2:22][CH2:21][C:20]2([O:32][CH2:31][CH2:30][O:24]2)[CH2:19]1)=[O:17])[CH3:14]. Reported procedure: Then, to a round bottom flask was added N,N-diisopropylamine (3.97 mL, 28.4 mmol) and THF (22.1 mL). The mixture was cooled at −20° C. 1.6 M of n-butyllithium in hexane (15.8 mL) was added. The crude mixture was stirred at 0° C. for 30 min and then cooled down at −20° C., and 1,4-dioxa-spiro[4.5]dicane-7-carboxylic acid ethyl ester (4.50 g, 21.0 mmol) from step 1 was added dropwise. The mixture was stirred at 0° C. for 30 min, and then cooled at −20° C., and allyl bromide (2.00 mL, 23.1 mmol) wa... Reactants: FC(C(=O)N1CCC2=C(C(C1)C)C=C(C(=C2)OCC=C)Cl)(F)F (N-trifluoroacetyl-7-allyloxy-8-chloro-1-methyl-2,3,4,5-tetrahydro-1H-3-benzazepine), [OH-].[Na+] (NaOH). Run in O (water), CO (methanol). Run at time 8 hour. Product: C(C=C)OC1=CC2=C(C(CNCC2)C)C=C1Cl (7-Allyloxy-8-chloro-1-methyl-2,3,4,5-tetrahydro-1H-3-benzazepine). The yield is 114.4%. RXN SMILES: FC(F)(F)C([N:5]1[CH2:11][CH:10]([CH3:12])[C:9]2[CH:13]=[C:14]([Cl:21])[C:15]([O:17][CH2:18][CH:19]=[CH2:20])=[CH:16][C:8]=2[CH2:7][CH2:6]1)=O.[OH-].[Na+]>CO.O>[CH2:18]([O:17][C:15]1[C:14]([Cl:21])=[CH:13][C:9]2[CH:10]([CH3:12])[CH2:11][NH:5][CH2:6][CH2:7][C:8]=2[CH:16]=1)[CH:19]=[CH2:20] |f:1.2|. Procedure: A solution of N-trifluoroacetyl-7-allyloxy-8-chloro-1-methyl-2,3,4,5-tetrahydro-1H-3-benzazepine (23 mg, 0.066 mmol) in methanol (2 mL) was treated with 15% aqueous NaOH (2 mL), and stirred overnight at 20 C. The product mixture was diluted with water (5 mL), extracted twice with EtOAc (5 mL), the combined organic phases were washed with brine (5 mL), dried with Na2SO4 and concentrated to give 19 mg of a white solid. 1H NMR (400 MHz, CD3OD) d 7.12 (s, 1 H), 6.81 (s, 1 H), 6.03 (m, 1 H), 5.43 (d,... Reactants: OC=1C=C(C(C(=O)O)=CC1)C(=O)O (4-hydroxyphthalic acid), NC1=CC=C(C=C1)C1(C2=CC=CC=C2C=2C=CC=CC12)C1=CC=C(C=C1)N (9,9-bis(4-aminophenyl)fluorene). Procedure: A mixture of 4-hydroxyphthalic acid (4.0 g, 22 mmol), 9,9-bis(4-aminophenyl)fluorene (3.5 g, 10 mmol), and 40 ml of acetic acid was stirred and heated under reflux for 48 hours. After cooling to room temperature, the precipitate was collected by filtration and washed with acetic acid (2×25 ml) to provide the title compound as a colorless powder having a melting point greater than 300° C. (3.4 g, 53.1% yield). The nuclear magnetic resonance and infrared spectrum were consistent with the structure... Solvent: C(C)(=O)O (acetic acid). Yield: 53.1%. Product: OC=1C=C2C(C(=O)N(C2=O)C2=CC=C(C=C2)C2(C3=CC=CC=C3C=3C=CC=CC23)C2=CC=C(C=C2)N2C(C=3C(C2=O)=CC(=CC3)O)=O)=CC1 (9,9-Bis {4 -(4-hydroxyphthalimido)phenyl}fluorene). Reaction SMILES: [OH:1][C:2]1[CH:3]=[C:4]([C:11]([OH:13])=O)[C:5](=[CH:9][CH:10]=1)[C:6]([OH:8])=O.[NH2:14][C:15]1[CH:20]=[CH:19][C:18]([C:21]2([C:34]3[CH:39]=[CH:38][C:37]([NH2:40])=[CH:36][CH:35]=3)[C:33]3[CH:32]=[CH:31][CH:30]=[CH:29][C:28]=3[C:27]3[C:22]2=[CH:23][CH:24]=[CH:25][CH:26]=3)=[CH:17][CH:16]=1>C(O)(=O)C>[OH:1][C:2]1[CH:3]=[C:4]2[C:11](=[O:13])[N:14]([C:15]3[CH:16]=[CH:17][C:18]([C:21]4([C:34]5[CH:35]=[CH:36][C:37]([N:40]6[C:11](=[O:13])[C:4]7=[CH:3][C:2]([OH:1])=[CH:10][CH:9]=[C:5]7[C:6]6=[O:8])=[CH:38][CH:39]=5)[C:22]5[CH:23]=[CH:24][CH:25]=[CH:26][C:27]=5[C:28]5[C:33]4=[CH:32][CH:31]=[CH:30][CH:29]=5)=[CH:19][CH:20]=3)[C:6](=[O:8])[C:5]2=[CH:9][CH:10]=1. The reactants are Cc1ccccc1, ClC(Cl)Cl, CCCn1nc(C(N)=O)cc1CCCCCl, O=P(Cl)(Cl)Cl. Yields the product CCCn1nc(C#N)cc1CCCCCl. RXN SMILES: [CH3:26][c:27]1[cH:28][cH:29][cH:30][cH:31][cH:32]1.[CH:22]([Cl:23])([Cl:24])[Cl:25].[Cl:1][CH2:2][CH2:3][CH2:4][CH2:5][c:6]1[cH:7][c:8]([C:14](=[O:15])[NH2:16])[n:9][n:10]1[CH2:11][CH2:12][CH3:13].[P:17]([Cl:18])([Cl:19])([Cl:20])=[O:21]>>[Cl:1][CH2:2][CH2:3][CH2:4][CH2:5][c:6]1[cH:7][c:8]([C:14]#[N:16])[n:9][n:10]1[CH2:11][CH2:12][CH3:13].